This data is from the Open Reaction Database (ORD), a public repository of structured organic reaction records. The task is: describe an organic reaction: reactants, conditions, products, and yield Starting materials: BrC1=C(C=2N(C=C1)C(N(N2)CC(C)C)=O)C2=CC=C(C=C2)Cl (7-bromo-8-(4-chlorophenyl)-2-isobutyl-[1,2,4]triazolo[4,3-a]pyridin-3(2H)-one), 2-methoxy-5-(4,4,5,5-tetramethyl-1,3,2-dioxaboralan-2-yl)pyridine, C(=O)([O-])[O-].[K+].[K+] (K2CO3). Reagents/catalysts: C=1C=CC(=CC1)[P](C=2C=CC=CC2)(C=3C=CC=CC3)[Pd]([P](C=4C=CC=CC4)(C=5C=CC=CC5)C=6C=CC=CC6)([P](C=7C=CC=CC7)(C=8C=CC=CC8)C=9C=CC=CC9)[P](C=1C=CC=CC1)(C=1C=CC=CC1)C=1C=CC=CC1 (tetrakis(triphenylphosphine)palladium). The solvent is O1CCOCC1 (dioxane), O (water). Conditions: temperature 150 celsius. Yields the product ClC1=CC=C(C=C1)C=1C=2N(C=CC1C=1C=NC(=CC1)OC)C(N(N2)CC(C)C)=O (8-(4-chlorophenyl)-2-isobutyl-7-(6-methoxypyridin-3-yl)-[1,2,4]triazolo[4,3-a]pyridin-3(2H)-one). Isolated yield 101.6%. As a reaction SMILES: Br[C:2]1[CH:7]=[CH:6][N:5]2[C:8](=[O:15])[N:9]([CH2:11][CH:12]([CH3:14])[CH3:13])[N:10]=[C:4]2[C:3]=1[C:16]1[CH:21]=[CH:20][C:19]([Cl:22])=[CH:18][CH:17]=1.[C:23]([O-:26])([O-])=O.[K+].[K+]>O1CCOCC1.O.C1C=CC([P]([Pd]([P](C2C=CC=CC=2)(C2C=CC=CC=2)C2C=CC=CC=2)([P](C2C=CC=CC=2)(C2C=CC=CC=2)C2C=CC=CC=2)[P](C2C=CC=CC=2)(C2C=CC=CC=2)C2C=CC=CC=2)(C2C=CC=CC=2)C2C=CC=CC=2)=CC=1>[Cl:22][C:19]1[CH:20]=[CH:21][C:16]([C:3]2[C:4]3[N:5]([C:8](=[O:15])[N:9]([CH2:11][CH:12]([CH3:14])[CH3:13])[N:10]=3)[CH:6]=[CH:7][C:2]=2[C:3]2[CH:4]=[N:5][C:6]([O:26][CH3:23])=[CH:7][CH:2]=2)=[CH:17][CH:18]=1 |f:1.2.3,^1:39,41,60,79|. Procedure: To a stirring, degassed mixture of 7-bromo-8-(4-chlorophenyl)-2-isobutyl-[1,2,4]triazolo[4,3-a]pyridin-3(2H)-one (0.05 g, 0.13 mmol), 2-methoxy-5-(4,4,5,5-tetramethyl-1,3,2-dioxaboralan-2-yl)pyridine (0.09 g, 0.39 mmol), and tetrakis(triphenylphosphine)palladium (8 mg, 0.007 mmol) in dioxane (1.0 mL) at 20° C. was added K2CO3 (0.04 g, 0.26 mmol) in water (0.34 mL). The resulting reaction mixture was heated in a microwave reactor at 150° C. for 10 min under argon. Analysis by HPLC/MS indicated th... Starting materials: CCOC(=O)Cc1csc(Nc2ccc(-n3cnc(C)c3)c(OC)c2)n1, C1CCNCC1, CCCCCCC, C1COCCO1, O. Product: COc1cc(Nc2nc(CC(=O)N3CCCCC3)cs2)ccc1-n1cnc(C)c1. RXN SMILES: [CH2:14]([O:16][C:17](=[O:15])[CH2:18][c:19]1[n:20][c:21]([NH:24][c:25]2[cH:26][c:27]([O:37][CH3:38])[c:28](-[n:31]3[cH:32][n:33][c:34]([CH3:36])[cH:35]3)[cH:29][cH:30]2)[s:22][cH:23]1)[CH3:39].[CH2:1]1[CH2:2][CH2:3][NH:4][CH2:5][CH2:6]1.[CH3:7][CH2:8][CH2:9][CH2:10][CH2:11][CH2:12][CH3:13].[O:41]1[CH2:42][CH2:43][O:44][CH2:45][CH2:46]1.[OH2:40]>>[CH2:1]1[CH2:2][CH2:3][N:4]([C:17](=[O:16])[CH2:18][c:19]2[n:20][c:21]([NH:24][c:25]3[cH:26][c:27]([O:37][CH3:38])[c:28](-[n:31]4[cH:32][n:33][c:34]([CH3:36])[cH:35]4)[cH:29][cH:30]3)[s:22][cH:23]2)[CH2:5][CH2:6]1. Starting materials: NCC(CN1C(=NC=2C(=NC=3C=CC=CC3C21)N)CCOC)(C)C (1-(3-amino-2,2-dimethylpropyl)-2-(2-methoxyethyl)-1H-imidazo[4,5-c]quinolin-4-amine), CS(=O)(=O)Cl (methanesulfonyl chloride). Product: NC1=NC=2C=CC=CC2C2=C1N=C(N2CC(CNS(=O)(=O)C)(C)C)CCOC (N-{3-[4-amino-2-(2-methoxyethyl)-1H-imidazo[4,5-c]quinolin-1-yl]-2,2-dimethylpropyl}methanesulfonamide). As a reaction SMILES: [NH2:1][CH2:2][C:3]([CH3:24])([CH3:23])[CH2:4][N:5]1[C:17]2[C:16]3[CH:15]=[CH:14][CH:13]=[CH:12][C:11]=3[N:10]=[C:9]([NH2:18])[C:8]=2[N:7]=[C:6]1[CH2:19][CH2:20][O:21][CH3:22].[CH3:25][S:26](Cl)(=[O:28])=[O:27]>>[NH2:18][C:9]1[C:8]2[N:7]=[C:6]([CH2:19][CH2:20][O:21][CH3:22])[N:5]([CH2:4][C:3]([CH3:24])([CH3:23])[CH2:2][NH:1][S:26]([CH3:25])(=[O:28])=[O:27])[C:17]=2[C:16]2[CH:15]=[CH:14][CH:13]=[CH:12][C:11]=2[N:10]=1. Procedure: Using the general method of Example 242, 1-(3-amino-2,2-dimethylpropyl)-2-(2-methoxyethyl)-1H-imidazo[4,5-c]quinolin-4-amine (0.22 g, 0.672 mmol) was reacted with methanesulfonyl chloride (125 μL) to provide 270 mg of N-{3-[4-amino-2-(2-methoxyethyl)-1H-imidazo[4,5-c]quinolin-1-yl]-2,2-dimethylpropyl}methanesulfonamide as a cream colored powder, m.p. 204.0-206.0° C. Analysis: Calculated for C19H27N5O3S.0.50 H2O: % C, 55.05; % H, 6.81; % N, 16.89; % S, 7.74; Found: % C, 55.10; % H, 6.58; % N, 17.... The reactants are ClC=1C=C(C=CC1[N+](=O)[O-])N(S(=O)(=O)C)C1=CC2=C(C(=C(O2)C2=CC=C(C=C2)F)C(=O)NC)C=C1C1CC1 (6-(N-(3-chloro-4-nitrophenyl)methylsulfonamido)-5-cyclopropyl-2-(4-fluorophenyl)-N-methylbenzofuran-3-carboxamide), C[S-].[Na+] (sodium thiomethoxide). Solvent: CC#N.C(C)(C)O (CH3CN Isopropanol). Conditions: time 3 hour. Yields the product C1(CC1)C=1C(=CC2=C(C(=C(O2)C2=CC=C(C=C2)F)C(=O)NC)C1)N(S(=O)(=O)C)C1=CC(=C(C=C1)[N+](=O)[O-])SC (5-cyclopropyl-2-(4-fluorophenyl)-N-methyl-6-(N-(3-(methylthio)-4-nitrophenyl)methylsulfonamido)benzofuran-3-carboxamide). As a reaction SMILES: Cl[C:2]1[CH:3]=[C:4]([N:11]([C:16]2[C:35]([CH:36]3[CH2:38][CH2:37]3)=[CH:34][C:19]3[C:20]([C:30]([NH:32][CH3:33])=[O:31])=[C:21]([C:23]4[CH:28]=[CH:27][C:26]([F:29])=[CH:25][CH:24]=4)[O:22][C:18]=3[CH:17]=2)[S:12]([CH3:15])(=[O:14])=[O:13])[CH:5]=[CH:6][C:7]=1[N+:8]([O-:10])=[O:9].[CH3:39][S-:40].[Na+]>CC#N.C(O)(C)C>[CH:36]1([C:35]2[C:16]([N:11]([C:4]3[CH:5]=[CH:6][C:7]([N+:8]([O-:10])=[O:9])=[C:2]([S:40][CH3:39])[CH:3]=3)[S:12]([CH3:15])(=[O:14])=[O:13])=[CH:17][C:18]3[O:22][C:21]([C:23]4[CH:28]=[CH:27][C:26]([F:29])=[CH:25][CH:24]=4)=[C:20]([C:30]([NH:32][CH3:33])=[O:31])[C:19]=3[CH:34]=2)[CH2:38][CH2:37]1 |f:1.2,3.4|. Procedure: A mixture of 6-(N-(3-chloro-4-nitrophenyl)methylsulfonamido)-5-cyclopropyl-2-(4-fluorophenyl)-N-methylbenzofuran-3-carboxamide (2 g, 3.58 mmol), and sodium thiomethoxide (0.685 g, 9.78 mmol) was dissolved in 20 mL of 1:1 CH3CN/Isopropanol and was stirred at room temperature for 3 h. Solvent was evaporated and water (60 mL) was added. The yellowish solid formed was filtered, washed with water to provide light yellowish solid which was used in the next step. (1.6 g, 86%) LCMS (m/z, ES+)=570 (M+H+)... Reactants: BrC1(C(C=2C=NNC2CC1(C)C)=O)Br (5,5-dibromo-6,6-dimethyl-6,7-dihydro-1H-indazol-4(5H)-one), N1=C(N=CC=C1)NC(=S)N (1-(pyrimidin-2-yl)thiourea). The solvent is C(C)O (ethanol). Reaction conditions: time 40 minute. Yields the product CC1(C2=C(C=3C=NNC3C1)N=C(S2)NC2=NC=CC=N2)C (4,4-dimethyl-N-(pyrimidin-2-yl)-5,6-dihydro-4H-thiazolo[4,5-e]indazol-2-amine). Isolated yield 1.6%. Reaction SMILES: Br[C:2]1(Br)[C:10]([CH3:12])([CH3:11])[CH2:9][C:8]2[NH:7][N:6]=[CH:5][C:4]=2[C:3]1=O.[N:15]1[CH:20]=[CH:19][CH:18]=[N:17][C:16]=1[NH:21][C:22]([NH2:24])=[S:23]>C(O)C>[CH3:11][C:10]1([CH3:12])[CH2:9][C:8]2[NH:7][N:6]=[CH:5][C:4]=2[C:3]2[N:24]=[C:22]([NH:21][C:16]3[N:17]=[CH:18][CH:19]=[CH:20][N:15]=3)[S:23][C:2]1=2. Procedure: According to Scheme 2 Step 4: A solution of 5,5-dibromo-6,6-dimethyl-6,7-dihydro-1H-indazol-4(5H)-one (6.09 mmol, 1.96 g) and of 1-(pyrimidin-2-yl)thiourea (7.31 mmol, 1.13 g) in ethanol (15 mL) was microwaved at 150° C. for 90 minutes and then at 140° C. for 40 minutes. After filtration, the reaction mixture was concentrated to dryness. The crude residue was partitioned between DCM and a saturated solution of Na2CO3. The aqueous phase was extracted with DCM. The organic phase was dried over Na2... The reactants are C(C(=O)Cl)(=O)Cl (oxalyl chloride), C(C)(C)(C)N (tert-butyl amine), BrC1=C(C=C(C(=O)O)C=C1)F (4-bromo-3-fluorobenzoic acid), TEA. Reagents/catalysts: CN(C)C=O (DMF). Solvent: Cl (HCl), C(Cl)Cl (DCM). Reaction conditions: time 2 hour. The product is BrC1=C(C=C(C(=O)NC(C)(C)C)C=C1)F (4-Bromo-N-tert-butyl-3-fluorobenzamide). As a reaction SMILES: [Br:1][C:2]1[CH:10]=[CH:9][C:5]([C:6]([OH:8])=O)=[CH:4][C:3]=1[F:11].C(Cl)(=O)C(Cl)=O.[C:18]([NH2:22])([CH3:21])([CH3:20])[CH3:19]>C(Cl)Cl.CN(C=O)C.Cl>[Br:1][C:2]1[CH:10]=[CH:9][C:5]([C:6]([NH:22][C:18]([CH3:21])([CH3:20])[CH3:19])=[O:8])=[CH:4][C:3]=1[F:11]. Procedure: To a suspension of 4-bromo-3-fluorobenzoic acid (19 g, 87 mmol) in DCM (200 mL) was added oxalyl chloride (9.10 mL, 104 mmol), followed by 1 drop of DMF. The mixture was allowed to stir at rt for 2 h. Upon clarification of the suspension, the solution was concentrated to dryness. The residue was redissolved in DCM (200 mL) and cooled to 0° C. Next the solution was treated with TEA (30.2 mL, 217 mmol) followed by tert-butyl amine (12.0 mL, 113 mmol). The solution was allowed to stir for 12 h. The...